This data is from the Open Reaction Database (ORD), a public repository of structured organic reaction records. The task is: describe an organic reaction: reactants, conditions, products, and yield Reactants: C(C)(C)(C)C=1C=C(C(=O)O)C=C(C1OC)C#N (3-t-butyl-5-cyano-4-methoxybenzoic acid), C1(=CC=CC=C1)C (toluene), S(=O)(Cl)Cl (thionyl chloride). The solvent is CN(C=O)C (N,N-dimethylformamide). Reaction conditions: temperature 60 celsius, time 16 hour. Yields the product C(C)(C)(C)C=1C=C(C(=O)Cl)C=C(C1OC)C#N (3-t-butyl-5-cyano-4-methoxybenzoyl chloride). As a reaction SMILES: [C:1]([C:5]1[CH:6]=[C:7]([CH:11]=[C:12]([C:16]#[N:17])[C:13]=1[O:14][CH3:15])[C:8](O)=[O:9])([CH3:4])([CH3:3])[CH3:2].C1(C)C=CC=CC=1.S(Cl)([Cl:27])=O>CN(C)C=O>[C:1]([C:5]1[CH:6]=[C:7]([CH:11]=[C:12]([C:16]#[N:17])[C:13]=1[O:14][CH3:15])[C:8]([Cl:27])=[O:9])([CH3:4])([CH3:3])[CH3:2]. Reported procedure: To 3-t-butyl-5-cyano-4-methoxybenzoic acid (586 mg), toluene (10 mL), N,N-dimethylformamide (2 droplets) and thionyl chloride (0.27 mL) was added, and the mixture was stirred at 60° C. for 16 hours. The solvent was distilled off under reduced pressure and then azeotroped with toluene to obtain the title compound (630 mg) as a brown oily substance. Starting materials: C(C1=CC=CC=C1)NC=1N(N=C(C1[N+](=O)[O-])Br)CCC (benzyl-(5-bromo-2-propyl-4-nitro-2H-pyrazol-3-yl)-amine), C1(=CC=CC=C1)O (phenol), C([O-])([O-])=O (carbonate). Reagents/catalysts: [Cu]I (copper (I) iodide). Solvent: CN1C(CCC1)=O (N-methylpyrrolidinone). Yields the product C(C1=CC=CC=C1)NC1=C(C(=NN1C)OC1=CC=CC=C1)[N+](=O)[O-] (N-benzyl-1-methyl-4-nitro-3-phenoxy-1H-pyrazol-5-amine). RXN SMILES: [CH2:1]([NH:8][C:9]1[N:10]([CH2:18]CC)[N:11]=[C:12](Br)[C:13]=1[N+:14]([O-:16])=[O:15])[C:2]1[CH:7]=[CH:6][CH:5]=[CH:4][CH:3]=1.[C:21]1([OH:27])[CH:26]=[CH:25][CH:24]=[CH:23][CH:22]=1.C(=O)([O-])[O-]>CN1CCCC1=O.[Cu]I>[CH2:1]([NH:8][C:9]1[N:10]([CH3:18])[N:11]=[C:12]([O:27][C:21]2[CH:26]=[CH:25][CH:24]=[CH:23][CH:22]=2)[C:13]=1[N+:14]([O-:16])=[O:15])[C:2]1[CH:3]=[CH:4][CH:5]=[CH:6][CH:7]=1. Reported procedure: Treatment of 3,5-dibromo-4-nitro-1H-pyrazole 1 with MeI and NaH in DMF affords 3,5-dibromo-1-methyl-4-nitro-1H-pyrazole 2. Nucleophilic aromatic substitution of the compound 2 with benzylamine in DMSO produces benzyl-(5-bromo-2-methyl-4-nitro-2H-pyrazol-3-yl)-amine 3. Treatment of the compound 3 with phenol in the presence of copper (I) iodide and cecium carbonate in N-methylpyrrolidinone (NMP) under microwave irradiation provides N-benzyl-1-methyl-4-nitro-3-phenoxy-1H-pyrazol-5-amine 4 (Tetrahe...